Dataset: the Open Reaction Database (ORD), a public repository of structured organic reaction records. Task: describe an organic reaction: reactants, conditions, products, and yield The reactants are S=c1[nH]c2ccc(Cc3ccccc3)cc2[nH]1, CCO, OCCCCl, [Na+], [OH-], O. Product: OCCCSc1nc2ccc(Cc3ccccc3)cc2[nH]1. As a reaction SMILES: [CH2:1]([c:2]1[cH:3][cH:4][cH:5][cH:6][cH:7]1)[c:8]1[cH:9][c:10]2[c:11]([nH:12][c:13](=[S:15])[nH:14]2)[cH:16][cH:17]1.[CH3:25][CH2:26][OH:27].[Cl:18][CH2:19][CH2:20][CH2:21][OH:22].[Na+:24].[OH-:23].[OH2:28]>>[CH2:1]([c:2]1[cH:3][cH:4][cH:5][cH:6][cH:7]1)[c:8]1[cH:9][c:10]2[c:11]([n:12][c:13]([S:15][CH2:19][CH2:20][CH2:21][OH:22])[nH:14]2)[cH:16][cH:17]1.